Dataset: the Open Reaction Database (ORD), a public repository of structured organic reaction records. Task: describe an organic reaction: reactants, conditions, products, and yield Starting materials: ClC1=NC=CC=C1[N+](=O)[O-] (2-Chloro-3-nitropyridine), O.NN (hydrazine monohydrate). The solvent is CO (methanol). Yields the product N(N)C1=NC=CC=C1[N+](=O)[O-] (2-Hydrazino-3-nitropyridine). RXN SMILES: Cl[C:2]1[C:7]([N+:8]([O-:10])=[O:9])=[CH:6][CH:5]=[CH:4][N:3]=1.O.[NH2:12][NH2:13]>CO>[NH:12]([C:2]1[C:7]([N+:8]([O-:10])=[O:9])=[CH:6][CH:5]=[CH:4][N:3]=1)[NH2:13] |f:1.2|. Procedure details: 2-Chloro-3-nitropyridine (100 g, 0.63 mol), hydrazine monohydrate (70.4 mL, 72.6 g, 1.45 mol) and methanol (1.3 L) were mixed and heated to reflux with stirring. After 30 min the reaction mixture was cooled and filtered collecting the insoluble materials. The filtrate was concentrated by evaporation under reduced pressure and the residue obtained as well as the insoluble materials from the filtration were diluted with water. The insoluble solids present were collected by filtration, washed with ...